This data is from the Open Reaction Database (ORD), a public repository of structured organic reaction records. The task is: describe an organic reaction: reactants, conditions, products, and yield Reactants: NC1=NC(=C(C(=N1)SC)C#N)C1=CC(=C(C(=C1)OC)OC)OC (2-amino-4-methylsulfanyl-6-(3,4,5-trimethoxy-phenyl)-pyrimidine-5-carbonitrile), [Na] (sodium). Solvent: C1(CCCCC1)O (cyclohexanol). Yields the product NC1=NC(=C(C(=N1)OC1CCCCC1)C#N)C1=CC(=C(C(=C1)OC)OC)OC (2-Amino-4-cyclohexyloxy-6-(3,4,5-trimethoxy-phenyl)-pyrimidine-5-carbonitrile). RXN SMILES: [NH2:1][C:2]1[N:7]=[C:6](SC)[C:5]([C:10]#[N:11])=[C:4]([C:12]2[CH:17]=[C:16]([O:18][CH3:19])[C:15]([O:20][CH3:21])=[C:14]([O:22][CH3:23])[CH:13]=2)[N:3]=1.[Na]>C1(O)CCCCC1>[NH2:1][C:2]1[N:7]=[C:6]([O:18][CH:16]2[CH2:17][CH2:12][CH2:13][CH2:14][CH2:15]2)[C:5]([C:10]#[N:11])=[C:4]([C:12]2[CH:17]=[C:16]([O:18][CH3:19])[C:15]([O:20][CH3:21])=[C:14]([O:22][CH3:23])[CH:13]=2)[N:3]=1 |^1:23|. Procedure details: From 2-amino-4-methylsulfanyl-6-(3,4,5-trimethoxy-phenyl)-pyrimidine-5-carbonitrile and sodium cyclohexoxide in cyclohexanol. ES-MS m/e (%): 407 (M+Na+, 15), 385 (M+H+, 50), 303 ([M+H—C6H10]+, 100). Starting materials: Cc1cc(C(=O)O)nn1C, CN(C)c1ccccn1, CC(C)N=C=NC(C)C, ClCCl, COC(=O)C1CCN1, CC1(C)C2CCC1(CS(=O)(=O)O)C(=O)C2. Product: COC(=O)C1CCN1C(=O)c1cc(C)n(C)n1. As a reaction SMILES: [CH3:1][n:2]1[n:3][c:4]([C:8](=[O:9])[OH:10])[cH:5][c:6]1[CH3:7].[CH3:35][N:36]([c:37]1[cH:38][cH:39][cH:40][cH:41][n:42]1)[CH3:43].[CH:11]([N:12]=[C:13]=[N:14][CH:15]([CH3:16])[CH3:17])([CH3:18])[CH3:19].[Cl:52][CH2:53][Cl:54].[NH:44]1[CH:45]([C:48](=[O:49])[O:50][CH3:51])[CH2:46][CH2:47]1.[O:20]=[S:21](=[O:22])([OH:23])[CH2:24][C:25]12[CH2:26][CH2:27][CH:28]([C:29]1([CH3:30])[CH3:31])[CH2:32][C:33]2=[O:34]>>[CH3:1][n:2]1[n:3][c:4]([C:8](=[O:10])[N:44]2[CH:45]([C:48](=[O:49])[O:50][CH3:51])[CH2:46][CH2:47]2)[cH:5][c:6]1[CH3:7]. The reactants are BrCCCCCCCBr, CCO, [Na+], [OH-], O, Oc1ccccc1. The product is BrCCCCCCCOc1ccccc1. As a reaction SMILES: [Br:8][CH2:9][CH2:10][CH2:11][CH2:12][CH2:13][CH2:14][CH2:15][Br:16].[CH3:20][CH2:21][OH:22].[Na+:18].[OH-:17].[OH2:19].[OH:1][c:2]1[cH:3][cH:4][cH:5][cH:6][cH:7]1>>[O:1]([c:2]1[cH:3][cH:4][cH:5][cH:6][cH:7]1)[CH2:15][CH2:14][CH2:13][CH2:12][CH2:11][CH2:10][CH2:9][Br:8].